Dataset: the Open Reaction Database (ORD), a public repository of structured organic reaction records. Task: describe an organic reaction: reactants, conditions, products, and yield Reactants: BrC1=CC(=C(C=O)C=C1)F (4-bromo-2-fluoro benzaldehyde), C(=O)(O)[O-].[Na+] (NaHCO3), C(C=C)(=O)OC(C)(C)C (tert-butyl acrylate), C(C=C)(=O)OC(C)(C)C (tert-butyl acrylate). The reagents and catalysts are CC(=O)[O-].CC(=O)[O-].[Pd+2] (Pd(OAc)2), C1=CC=C(C=C1)P(C2=CC=CC=C2)C3=CC=CC=C3 (PPh3), CC(=O)[O-].CC(=O)[O-].[Pd+2] (Pd(OAc)2). Run in CN(C)C=O (DMF), C(C)N(CC)CC (triethylamine), O (H2O). Conditions: temperature 100 celsius, time 3 hour. The product is C(C)(C)(C)OC(C=CC1=CC(=C(C=C1)C=O)F)=O (3-(3-fluoro-4-formyl-phenyl)-acrylic acid tert-butyl ester). The yield is 80.7%. Reaction SMILES: Br[C:2]1[CH:9]=[CH:8][C:5]([CH:6]=[O:7])=[C:4]([F:10])[CH:3]=1.C([O-])(O)=O.[Na+].[C:16]([O:20][C:21]([CH3:24])([CH3:23])[CH3:22])(=[O:19])[CH:17]=[CH2:18]>CN(C=O)C.C(N(CC)CC)C.O.CC([O-])=O.CC([O-])=O.[Pd+2].C1C=CC(P(C2C=CC=CC=2)C2C=CC=CC=2)=CC=1>[C:21]([O:20][C:16](=[O:19])[CH:17]=[CH:18][C:2]1[CH:9]=[CH:8][C:5]([CH:6]=[O:7])=[C:4]([F:10])[CH:3]=1)([CH3:24])([CH3:23])[CH3:22] |f:1.2,7.8.9|. Reported procedure: A solution of 4-bromo-2-fluoro benzaldehyde (2 g, 9.9 mmol) in DMF (50 ml) and triethylamine (6 ml) was degassed flushing N2 for 30 min. PPh3 (130 mg, 0.459 mmol), Pd(OAc)2 (44.3 mg, 0.20 mmol), NaHCO3 (1.6 g, 18.6 mmol) and tert-butyl acrylate (1.27 g, 9.9 mmol) were added and the resulting mixture was heated to reflux for 4 h. Additional tert-butyl acrylate (633 mg) and Pd(OAc)2 (20 mg) were added and the mixture was stirred at 100° C. for 3 h then the solution was diluted with H2O and extract... The reactants are F[B-](F)(F)F, O=C(O)c1ccc([N+](=O)[O-])cc1Br, C1CCNC1, CN(C)C=O, CN(C)C(On1nnc2ccccc21)=[N+](C)C. The product is O=C(c1ccc([N+](=O)[O-])cc1Br)N1CCCC1. Reaction SMILES: [B-:19]([F:20])([F:21])([F:22])[F:23].[Br:1][c:2]1[c:3]([C:4](=[O:5])[OH:6])[cH:7][cH:8][c:9]([N+:11](=[O:12])[O-:13])[cH:10]1.[CH2:14]1[CH2:15][CH2:16][NH:17][CH2:18]1.[O:41]=[CH:42][N:43]([CH3:44])[CH3:45].[n:24]1([O:25][C:26]([N:27]([CH3:28])[CH3:29])=[N+:30]([CH3:31])[CH3:32])[c:33]2[cH:34][cH:35][cH:36][cH:37][c:38]2[n:39][n:40]1>>[Br:1][c:2]1[c:3]([C:4](=[O:6])[N:17]2[CH2:16][CH2:15][CH2:14][CH2:18]2)[cH:7][cH:8][c:9]([N+:11](=[O:12])[O-:13])[cH:10]1. The reactants are COC=1C=C(C=CC1OC)S(=O)(=O)Cl (3,4-Dimethoxybenzene sulfonyl chloride), C=1(C(OC)=CC=CC1)OC (veratrole), ClS(=O)(=O)O (chlorosulfonic acid), C(C)(C)N(CCNC(C)C)C(C)C (N,N,N'-triisopropyl ethylene diamine). Yields the product CC(C)N(CCN(S(=O)(=O)C1=CC(=C(C=C1)OC)OC)C(C)C)C(C)C (N-[2-[bis(1-methylethyl)amino]ethyl]-3,4-dimethoxy-N-(1-methylethyl)-benzenesulfonamide). Reaction SMILES: [CH3:1][O:2][C:3]1[CH:4]=[C:5]([S:11](Cl)(=[O:13])=[O:12])[CH:6]=[CH:7][C:8]=1[O:9][CH3:10].C1(OC)C(=CC=CC=1)OC.ClS(O)(=O)=O.[CH:30]([N:33]([CH:40]([CH3:42])[CH3:41])[CH2:34][CH2:35][NH:36][CH:37]([CH3:39])[CH3:38])([CH3:32])[CH3:31]>>[CH3:42][CH:40]([N:33]([CH:30]([CH3:32])[CH3:31])[CH2:34][CH2:35][N:36]([CH:37]([CH3:39])[CH3:38])[S:11]([C:5]1[CH:6]=[CH:7][C:8]([O:9][CH3:10])=[C:3]([O:2][CH3:1])[CH:4]=1)(=[O:13])=[O:12])[CH3:41]. Reported procedure: 3,4-Dimethoxybenzene sulfonyl chloride, prepared from veratrole and chlorosulfonic acid was reacted with N,N,N'-triisopropyl ethylene diamine following the procedure of Example 1. The reaction was worked up and the crude product chromatographed on alumina with ethyl acetate. The pure product was obtained, m.r. 69°-71° C. Reactants: [N+](=O)([O-])CC1C(C(C2(OCCO2)C1)CC=CCCCC(=O)O)C=CC(CCCCC)=O (7-[8-nitromethyl-7-(3-oxo-1-octenyl)-1,4-dioxaspiro[4.4]non-6-yl]-5-heptenoic acid), C1(=CC=CC=C1)[Mg]Br (phenyl magnesium bromide), C(C)(=O)O (acetic acid), [Cl-].[NH4+] (ammonium chloride). The solvent is O1CCCC1 (tetrahydrofuran), O1CCCC1 (tetrahydrofuran). The product is [N+](=O)([O-])CC1C(C(C2(OCCO2)C1)CC=CCCCC(=O)O)C=CC(CCCCC)(C1=CC=CC=C1)O (7-[8-Nitromethyl-7-(3-Hydroxy-3-Phenyl-1-Octenyl)-1,4-Dioxaspiro[4.4]Non-6-Yl]-5-Heptenoic Acid). As a reaction SMILES: [N+:1]([CH2:4][CH:5]1[CH2:13][C:8]2([O:12][CH2:11][CH2:10][O:9]2)[CH:7]([CH2:14][CH:15]=[CH:16][CH2:17][CH2:18][CH2:19][C:20]([OH:22])=[O:21])[CH:6]1[CH:23]=[CH:24][C:25](=[O:31])[CH2:26][CH2:27][CH2:28][CH2:29][CH3:30])([O-:3])=[O:2].[C:32]1([Mg]Br)[CH:37]=[CH:36][CH:35]=[CH:34][CH:33]=1.[Cl-].[NH4+].C(O)(=O)C>O1CCCC1>[N+:1]([CH2:4][CH:5]1[CH2:13][C:8]2([O:9][CH2:10][CH2:11][O:12]2)[CH:7]([CH2:14][CH:15]=[CH:16][CH2:17][CH2:18][CH2:19][C:20]([OH:22])=[O:21])[CH:6]1[CH:23]=[CH:24][C:25]([OH:31])([C:32]1[CH:37]=[CH:36][CH:35]=[CH:34][CH:33]=1)[CH2:26][CH2:27][CH2:28][CH2:29][CH3:30])([O-:3])=[O:2] |f:2.3|. Procedure details: A solution of 1.88 g. of 7-[8-nitromethyl-7-(3-oxo-1-octenyl)-1,4-dioxaspiro[4.4]non-6-yl]-5-heptenoic acid in 80 ml. of tetrahydrofuran was treated at -10° C. with 6.6 ml. of 3 M phenyl magnesium bromide in tetrahydrofuran and was stirred at 0° C. for one hour. The reaction mixture was added to aqueous ammonium chloride solution, acidified with acetic acid and extracted with ether. After washing with water and drying with magnesium sulfate, the extract was evaporated and the residue chromatogra... The reactants are C1CCOC1, CC(C)(O)Cn1cc(B2OC(C)(C)C(C)(C)O2)cn1, Clc1ccnc(Cl)n1, [K+], [K+], [K+], O, O=P([O-])([O-])[O-]. Product: CC(C)(O)Cn1cc(-c2ccnc(Cl)n2)cn1. Reaction SMILES: [CH2:36]1[O:37][CH2:38][CH2:39][CH2:40]1.[CH3:1][C:2]([CH2:3][n:4]1[n:5][cH:6][c:7]([B:9]2[O:10][C:11]([CH3:12])([CH3:13])[C:14]([CH3:15])([CH3:16])[O:17]2)[cH:8]1)([CH3:18])[OH:19].[Cl:20][c:21]1[n:22][cH:23][cH:24][c:25]([Cl:27])[n:26]1.[K+:33].[K+:34].[K+:35].[OH2:41].[P:28]([O-:29])([O-:30])([O-:31])=[O:32]>>[CH3:1][C:2]([CH2:3][n:4]1[n:5][cH:6][c:7](-[c:25]2[cH:24][cH:23][n:22][c:21]([Cl:20])[n:26]2)[cH:8]1)([CH3:18])[OH:19]. Starting materials: C(C)(C)(C)N1N=CC(=C(C1=O)C)Cl (2-t-butyl-5-chloro-4-methyl-3(2H)-pyridazinone), ice water, FC1=CC=C(COC2=CC=C(C=N2)CO)C=C1 (6-(4-fluorobenzyloxy)-3-pyridine methanol), [H-].[Na+] (sodium hydride). Run in CN(C=O)C (N,N-dimethylformamide), CN(C=O)C (N,N-dimethylformamide). Reaction conditions: temperature 0 celsius. Product: C(C)(C)(C)N1N=CC(=C(C1=O)C)OCC=1C=NC(=CC1)OCC1=CC=C(C=C1)F (2-t-butyl-5-[{6-(4-fluorobenzyloxy)-3-pyridyl}-methyloxy]-4-methyl-3(2H)-pyridazinone). The yield is 63.8%. Reaction SMILES: [F:1][C:2]1[CH:17]=[CH:16][C:5]([CH2:6][O:7][C:8]2[N:13]=[CH:12][C:11]([CH2:14][OH:15])=[CH:10][CH:9]=2)=[CH:4][CH:3]=1.[H-].[Na+].[C:20]([N:24]1[C:29](=[O:30])[C:28]([CH3:31])=[C:27](Cl)[CH:26]=[N:25]1)([CH3:23])([CH3:22])[CH3:21]>CN(C)C=O>[C:20]([N:24]1[C:29](=[O:30])[C:28]([CH3:31])=[C:27]([O:15][CH2:14][C:11]2[CH:12]=[N:13][C:8]([O:7][CH2:6][C:5]3[CH:16]=[CH:17][C:2]([F:1])=[CH:3][CH:4]=3)=[CH:9][CH:10]=2)[CH:26]=[N:25]1)([CH3:23])([CH3:21])[CH3:22] |f:1.2|. Procedure details: To a solution of 2.3 g of 6-(4-fluorobenzyloxy)-3-pyridine methanol in 20 ml of N,N-dimethylformamide was added under stirring at 0° C. 0.5 g of 55% sodium hydride (in mineral oil). After stirring for 30 minutes at room temperature, thereto was added dropwise a solution of 2.0 g of 2-t-butyl-5-chloro-4-methyl-3(2H)-pyridazinone in 5 ml of N,N-dimethylformamide. The reaction mixture was stirred at room temperature for additional 8 hours, poured into 50 ml of ice water and extracted twice with 50 ... Reaction conditions: time 6 hour. Starting materials: Cl (HCl), Cl.N[C@@H](CC(O)=O)C(=O)N[C@@H](CC1=CC=CC=C1)C(=O)O (α-L-aspartyl-L-phenylalanine hydrochloride), Cl (HCl), CO (methanol), Cl (HCl), aspartyl ester. Yields the product Cl.COC([C@@H](NC([C@@H](N)CC(O)=O)=O)CC1=CC=CC=C1)=O (α-L-Aspartyl-L-Phenylalanine Methyl Ester Hydrochloride). RXN SMILES: [ClH:1].Cl.[NH2:3][C@H:4]([C:9]([NH:11][C@H:12]([C:20]([OH:22])=[O:21])[CH2:13][C:14]1[CH:19]=[CH:18][CH:17]=[CH:16][CH:15]=1)=[O:10])[CH2:5][C:6](=[O:8])[OH:7].[CH3:23]O>>[ClH:1].[CH3:23][O:21][C:20](=[O:22])[C@H:12]([CH2:13][C:14]1[CH:19]=[CH:18][CH:17]=[CH:16][CH:15]=1)[NH:11][C:9](=[O:10])[C@H:4]([CH2:5][C:6](=[O:7])[OH:8])[NH2:3] |f:1.2,4.5|. Procedure details: L-Phenylalanine (7.4 g, 0.045 mole) was stirred in 90 ml of water. The pH of this solution was adjusted to 10.2 (0°-2° C.) with 50% NaOH. Then a solution of pure NCA (8.3 g, 0.048 mole) in 8 ml of THF was added in 15 min. with vigorous stirring. The pH was maintained at 10.0-10.2 by the addition of 7N NaOH solution. The reaction mixture was then stirred at 0°-2° C. for 2 hr (pH 10.0-10.2). Sufficient 37% hydrochloric acid (9.7 g) was added at the end of the hold period to neutralize the NaOH. Th...